Dataset: the Open Reaction Database (ORD), a public repository of structured organic reaction records. Task: describe an organic reaction: reactants, conditions, products, and yield Run at time 1 hour. As a reaction SMILES: [CH3:1][S:2][C:3]1[CH:4]=[C:5]([C:9]2[CH2:10][CH2:11][N:12]([CH2:15][CH2:16][CH3:17])[CH2:13][CH:14]=2)[CH:6]=[CH:7][CH:8]=1.Cl>[Pd].C(O)C>[CH3:1][S:2][C:3]1[CH:4]=[C:5]([CH:9]2[CH2:14][CH2:13][N:12]([CH2:15][CH2:16][CH3:17])[CH2:11][CH2:10]2)[CH:6]=[CH:7][CH:8]=1. Yields the product CSC=1C=C(C=CC1)C1CCN(CC1)CCC (4-(3-Methylsulfanyl-phenyl)-1-propyl-piperidine). Solvent: C(C)O (ethanol). Reactants: Cl (HCl), CSC=1C=C(C=CC1)C=1CCN(CC1)CCC (4-(3-Methylsulfanyl-phenyl)-1-propyl-1,2,3,6-tetrahydropyridine). The reagents and catalysts are [Pd] (Pd/C). Reported procedure: 4-(3-Methylsulfanyl-phenyl)-1-propyl-1,2,3,6-tetrahydropyridine (2) (290 mg, 1.17 mmol) was brought in a Parr-flask with 10 mL of ethanol (100%) in a nitrogen atmosphere. 100 mg of Pd/C and 0.5 mL of HCl (37%) were added. The flask was attached to a Parr reduction apparatus and H2 gas was added to a pressure of 3 Bar. It was left shaking for 1 h. Then, the mixture was filtered over celite, put back in the flask and another 100 mg of Pd/C and 1 ml of HCl (37%) was added before attaching the flask... Starting materials: Cc1[nH]c(C(=O)NC2CCN(c3cccc(Cl)n3)CC2)c(Cl)c1Cl, Cl, NC1CCN(c2cc(C(=O)NCCCN3CCOCC3)cc(Cl)n2)CC1. Product: Cc1[nH]c(C(=O)NC2CCN(c3cc(C(=O)NCCCN4CCOCC4)cc(Cl)n3)CC2)c(Cl)c1Cl. Reaction SMILES: [Cl:28][c:29]1[c:30]([C:36](=[O:37])[NH:38][CH:39]2[CH2:40][CH2:41][N:42]([c:43]3[cH:44][cH:45][cH:46][c:47]([Cl:48])[n:49]3)[CH2:50][CH2:51]2)[nH:31][c:32]([CH3:35])[c:33]1[Cl:34].[ClH:1].[NH2:2][CH:3]1[CH2:4][CH2:5][N:6]([c:9]2[cH:10][c:11]([C:12](=[O:13])[NH:14][CH2:15][CH2:16][CH2:17][N:18]3[CH2:19][CH2:20][O:21][CH2:22][CH2:23]3)[cH:24][c:25]([Cl:27])[n:26]2)[CH2:7][CH2:8]1>>[NH:2]([CH:3]1[CH2:4][CH2:5][N:6]([c:9]2[cH:10][c:11]([C:12](=[O:13])[NH:14][CH2:15][CH2:16][CH2:17][N:18]3[CH2:19][CH2:20][O:21][CH2:22][CH2:23]3)[cH:24][c:25]([Cl:27])[n:26]2)[CH2:7][CH2:8]1)[C:36]([c:30]1[c:29]([Cl:28])[c:33]([Cl:34])[c:32]([CH3:35])[nH:31]1)=[O:37]. The reactants are C1CCOC1, COCOC1CCC(N(C(=O)C2CCC(C)CC2)c2cc(C3=CCCCC3)sc2C(=O)OC)CC1, CO, [Li+], [OH-], O, O. Product: COCOC1CCC(N(C(=O)C2CCC(C)CC2)c2cc(C3=CCCCC3)sc2C(=O)O)CC1. Reaction SMILES: [CH2:39]1[O:40][CH2:41][CH2:42][CH2:43]1.[CH3:1][O:2][C:3](=[O:4])[c:5]1[s:6][c:7]([C:30]2=[CH:31][CH2:32][CH2:33][CH2:34][CH2:35]2)[cH:8][c:9]1[N:10]([C:11](=[O:12])[CH:13]1[CH2:14][CH2:15][CH:16]([CH3:19])[CH2:17][CH2:18]1)[CH:20]1[CH2:21][CH2:22][CH:23]([O:26][CH2:27][O:28][CH3:29])[CH2:24][CH2:25]1.[CH3:45][OH:46].[Li+:37].[OH-:36].[OH2:38].[OH2:44]>>[O:2]=[C:3]([OH:4])[c:5]1[s:6][c:7]([C:30]2=[CH:31][CH2:32][CH2:33][CH2:34][CH2:35]2)[cH:8][c:9]1[N:10]([C:11](=[O:12])[CH:13]1[CH2:14][CH2:15][CH:16]([CH3:19])[CH2:17][CH2:18]1)[CH:20]1[CH2:21][CH2:22][CH:23]([O:26][CH2:27][O:28][CH3:29])[CH2:24][CH2:25]1.